From a dataset of the Open Reaction Database (ORD), a public repository of structured organic reaction records. describe an organic reaction: reactants, conditions, products, and yield Starting materials: ICCCC1OCCO1 (2-(3-iodopropyl)-1,3-dioxolane), ( a ), O1CCCC1 (tetrahydrofuran), [Cl-].[Li+] (lithium chloride), O1CCCC1 (tetrahydrofuran), O.OC(C(C)N(C(CN)=O)C)C1=CC=CC=C1 (N-(2-hydroxy-1-methyl-2-phenylethyl)-N-methyl-α-aminoacetamide monohydrate). Solvent: O (water). Conditions: temperature -78 celsius, time 18 hour. Yields the product NC(C(=O)N(C)C(C(C1=CC=CC=C1)O)C)CCCC1OCCO1 (α-Amino-N-(2-hydroxy-1-methyl-2-phenylethyl)-N-methyl-1,3-dioxolane-2-pentanamide). The yield is 71.1%. As a reaction SMILES: [Cl-].[Li+].O1CCCC1.O.[OH:9][CH:10]([C:19]1[CH:24]=[CH:23][CH:22]=[CH:21][CH:20]=1)[CH:11]([N:13]([CH3:18])[C:14](=[O:17])[CH2:15][NH2:16])[CH3:12].I[CH2:26][CH2:27][CH2:28][CH:29]1[O:33][CH2:32][CH2:31][O:30]1>O>[NH2:16][CH:15]([CH2:26][CH2:27][CH2:28][CH:29]1[O:33][CH2:32][CH2:31][O:30]1)[C:14]([N:13]([CH:11]([CH3:12])[CH:10]([OH:9])[C:19]1[CH:24]=[CH:23][CH:22]=[CH:21][CH:20]=1)[CH3:18])=[O:17] |f:0.1,3.4|. Procedure: A 0.5 liter, 4-necked, round-bottom flask, equipped with an overhead stirrer, thermocouple, addition funnel and a nitrogen inlet/outlet was charged with 11.4 g of lithium chloride (dried in vacuo at 130° C. for 6 hours and then at 100° C. for 18 hours prior to use), 9.1 g of diisoproylamine and 80 ml of tetrahydrofuran. After cooling to −78° C., a 2.5 M solution of n-butyllithium in hexanes (35 ml) was added over about 20 minutes while maintaining the temperature at less than or equal to −60° C.... Reactants: O1CCN(CC1)C=1C=C(C=C(C1)[N+](=O)[O-])NC(C)=O (N-(3-morpholino-5-nitrophenyl)-acetamide). The reagents and catalysts are [Pd] (palladium on carbon). Solvent: CO (methanol). Product: NC=1C=C(C=C(C1)N1CCOCC1)NC(C)=O (N-(3-amino-5-morpholinophenyl)acetamide). RXN SMILES: [O:1]1[CH2:6][CH2:5][N:4]([C:7]2[CH:8]=[C:9]([NH:16][C:17](=[O:19])[CH3:18])[CH:10]=[C:11]([N+:13]([O-])=O)[CH:12]=2)[CH2:3][CH2:2]1>[Pd].CO>[NH2:13][C:11]1[CH:10]=[C:9]([NH:16][C:17](=[O:19])[CH3:18])[CH:8]=[C:7]([N:4]2[CH2:5][CH2:6][O:1][CH2:2][CH2:3]2)[CH:12]=1. Procedure details: Prepared according to Procedure V by stirring N-(3-morpholino-5-nitrophenyl)-acetamide (0.014 g, 0.051 mmol), 10% palladium on carbon (5.5 mg, 5.13 μmol), and methanol (1 mL) at 23° C. to afford N-(3-amino-5-morpholinophenyl)acetamide as a tan amorphous solid. Mass Spectrum (ESI) m/e=236.1 (M+1).